From a dataset of the Open Reaction Database (ORD), a public repository of structured organic reaction records. describe an organic reaction: reactants, conditions, products, and yield Reactants: ClC1=NC(=CC2=CC=CC=C12)NC1=NNC(=C1)C ((1-chloro-isoquinolin-3-yl)-(5-methyl-1H-pyrazol-3-yl)-amine), CC=1C=C(C=CC1)B(O)O (3-methyl-phenylboronic acid). The product is CC=1C=C(C=CC1)C1=NC(=CC2=CC=CC=C12)NC1=NNC(=C1)C ([1-(3-methyl-phenyl)-isoquinolin-3-yl]-(5-methyl-1H-pyrazol-3-yl)-amine). RXN SMILES: Cl[C:2]1[C:11]2[C:6](=[CH:7][CH:8]=[CH:9][CH:10]=2)[CH:5]=[C:4]([NH:12][C:13]2[CH:17]=[C:16]([CH3:18])[NH:15][N:14]=2)[N:3]=1.[CH3:19][C:20]1[CH:21]=[C:22](B(O)O)[CH:23]=[CH:24][CH:25]=1>>[CH3:19][C:20]1[CH:25]=[C:24]([C:2]2[C:11]3[C:6](=[CH:7][CH:8]=[CH:9][CH:10]=3)[CH:5]=[C:4]([NH:12][C:13]3[CH:17]=[C:16]([CH3:18])[NH:15][N:14]=3)[N:3]=2)[CH:23]=[CH:22][CH:21]=1. Reported procedure: Similar procedure as described in example 131 was used, starting from (1-chloro-isoquinolin-3-yl)-(5-methyl-1H-pyrazol-3-yl)-amine and 3-methyl-phenylboronic acid to give [1-(3-methyl-phenyl)-isoquinolin-3-yl]-(5-methyl-1H-pyrazol-3-yl)-amine. LC-MS m/e 315(MH+).